This data is from the Open Reaction Database (ORD), a public repository of structured organic reaction records. The task is: describe an organic reaction: reactants, conditions, products, and yield The reactants are IC=1C=C(C(C#N)=CC1)C#N (4-iodophthalonitrile), B(O)O (boronic acid), boronic ester. Product: C(#N)C=1C=C(C=CC1C#N)B(O)O (3,4-Dicyanophenylboronic acid). Reaction SMILES: I[C:2]1[CH:3]=[C:4]([C:10]#[N:11])[C:5](=[CH:8][CH:9]=1)[C:6]#[N:7].[BH:12]([OH:14])[OH:13]>>[C:10]([C:4]1[CH:3]=[C:2]([B:12]([OH:14])[OH:13])[CH:9]=[CH:8][C:5]=1[C:6]#[N:7])#[N:11]. Procedure: The title compound was prepared according to Preparation 102 using 4-iodophthalonitrile to provide a mixture of the boronic acid and boronic ester. The mixture was taken on to the next step as crude. Product: Nc1cc(C(=O)O)ccc1C=Cc1n[nH]c2ccccc12. As a reaction SMILES: [CH3:26][CH2:27][OH:28].[ClH:25].[Sn:24].[nH:1]1[n:2][c:3]([CH:10]=[CH:11][c:12]2[c:13]([N+:21]([O-:22])=[O:23])[cH:14][c:15]([C:16](=[O:17])[OH:18])[cH:19][cH:20]2)[c:4]2[cH:5][cH:6][cH:7][cH:8][c:9]12>>[nH:1]1[n:2][c:3]([CH:10]=[CH:11][c:12]2[c:13]([NH2:21])[cH:14][c:15]([C:16](=[O:17])[OH:18])[cH:19][cH:20]2)[c:4]2[cH:5][cH:6][cH:7][cH:8][c:9]12. The reactants are CCO, Cl, [Sn], O=C(O)c1ccc(C=Cc2n[nH]c3ccccc23)c([N+](=O)[O-])c1. The reactants are OC=1C=C2CCNC(C2=CC1)=O (6-hydroxy-1-oxo-1,2,3,4-tetrahydroisoquinoline), C(=O)([O-])[O-].[K+].[K+] (K2CO3), C(C=C)Br (allyl bromide). The solvent is CC(=O)C (acetone). The product is C(C=C)OC=1C=C2CCNC(C2=CC1)=O (6-allyloxy-1,2,3,4-tetrahydroisoquinolin-1-one). RXN SMILES: [OH:1][C:2]1[CH:3]=[C:4]2[C:9](=[CH:10][CH:11]=1)[C:8](=[O:12])[NH:7][CH2:6][CH2:5]2.C([O-])([O-])=O.[K+].[K+].[CH2:19](Br)[CH:20]=[CH2:21]>CC(C)=O>[CH2:21]([O:1][C:2]1[CH:3]=[C:4]2[C:9](=[CH:10][CH:11]=1)[C:8](=[O:12])[NH:7][CH2:6][CH2:5]2)[CH:20]=[CH2:19] |f:1.2.3|. Procedure: To a solution of 6-hydroxy-1-oxo-1,2,3,4-tetrahydroisoquinoline (23.8 g, 146 mmol) in acetone (350 mL) is added K2CO3 (34.6 g, 219 mmol) and allyl bromide (19.3 g, 161 mmol). The reaction mixture is then heated to reflux for 24 hours. After this time the solution is filtered and subsequently concentrated in vacuo. The resulting material is washed with hexanes (1×200 mL) and Et2O (1×100 mL) to give 6-allyloxy-1,2,3,4-tetrahydroisoquinolin-1-one as a tan solid, m.p. 105°-107°. The reactants are CCOC(C)=O, CN(C)C=O, CO, N#Cc1ncc(Cl)cc1Cl, OB(O)c1cccc(F)c1, [K+], [K+], O=C([O-])[O-], O. As a reaction SMILES: [C:34]([O:35][CH2:36][CH3:37])(=[O:38])[CH3:39].[CH3:27][N:28]([CH3:29])[CH:30]=[O:31].[CH3:32][OH:33].[Cl:11][c:12]1[c:13]([C:19]#[N:20])[n:14][cH:15][c:16]([Cl:18])[cH:17]1.[F:1][c:2]1[cH:3][c:4]([B:8]([OH:9])[OH:10])[cH:5][cH:6][cH:7]1.[K+:21].[K+:22].[O-:23][C:24]([O-:25])=[O:26].[OH2:40]>>[F:1][c:2]1[cH:3][c:4](-[c:16]2[cH:15][n:14][c:13]([C:19]#[N:20])[c:12]([Cl:11])[cH:17]2)[cH:5][cH:6][cH:7]1. Yields the product N#Cc1ncc(-c2cccc(F)c2)cc1Cl. The reactants are OC1CN(CC1)C=1C=CC(=NC1)C#N (5-(3-hydroxypyrrolidin-1-yl)picolinonitrile), O[Li].O (LiOH.H2O). Solvent: OO (H2O2). Conditions: time 16 hour. The product is OC1CN(CC1)C=1C=CC(=NC1)C(=O)N (5-(3-hydroxypyrrolidin-1-yl)picolinamide). The yield is 74.2%. Reaction SMILES: [OH:1][CH:2]1[CH2:6][CH2:5][N:4]([C:7]2[CH:8]=[CH:9][C:10]([C:13]#[N:14])=[N:11][CH:12]=2)[CH2:3]1.[OH:15][Li].O>OO>[OH:1][CH:2]1[CH2:6][CH2:5][N:4]([C:7]2[CH:8]=[CH:9][C:10]([C:13]([NH2:14])=[O:15])=[N:11][CH:12]=2)[CH2:3]1 |f:1.2|. Reported procedure: A mixture of 5-(3-hydroxypyrrolidin-1-yl)picolinonitrile (2.7 g, 14.3 mmol) in H2O2 (30 mL) was added LiOH.H2O (1.8 g, 42.9 mmol) and the mixture was stirred at rt for 16 h. The precipitate was collected by filtration and the cake was washed with water (20 mL) to give the desired product (2.2 g, 74%) as a yellow solid. [LCMS: RtA=1.05 min, m/z 208.2 [M+H]+]. Starting materials: C(C)(=O)O (acetic acid), C=O (formaldehyde), C(#N)[BH3-].[Na+] (sodium cyanoborohydride), FC=1C=C(COC2=CC=C(CN[C@@H]3C(NCC3)=O)C=C2)C=CC1 ((S)-3-[4-(3-fluorobenzyloxy) benzylamino]pyrrolidin-2-one), C(C)#N (acetonitrile). Conditions: time 20 minute. Yields the product FC=1C=C(COC2=CC=C(CCN[C@@H]3C(NCC3)=O)C=C2)C=CC1 ((S)-3-{[4-(3-fluorobenzyloxy)benzyl]methylamino}-pyrrolidin-2-one). Yield: 70.0%. RXN SMILES: [F:1][C:2]1[CH:3]=[C:4]([CH:21]=[CH:22][CH:23]=1)[CH2:5][O:6][C:7]1[CH:20]=[CH:19][C:10]([CH2:11]N[C@H]2CCNC2=O)=[CH:9][CH:8]=1.C=O.[C:26]([BH3-])#[N:27].[Na+].[C:30]([OH:33])(=O)[CH3:31].[C:34](#[N:36])[CH3:35]>>[F:1][C:2]1[CH:3]=[C:4]([CH:21]=[CH:22][CH:23]=1)[CH2:5][O:6][C:7]1[CH:8]=[CH:9][C:10]([CH2:11][CH2:26][NH:27][C@H:31]2[CH2:35][CH2:34][NH:36][C:30]2=[O:33])=[CH:19][CH:20]=1 |f:2.3|. Reported procedure: One g (0.00318 mol) of (S)-3-[4-(3-fluorobenzyloxy) benzylamino]pyrrolidin-2-one was dissolved in acetonitrile (50 ml) under a nitrogen stream. To this mixture, 1.6 ml (0.0196 mol) of 37% formaldehyde and 0.29 g (0.00460 mol) of sodium cyanoborohydride were added at room temperature. After 20 minutes, glacial acetic acid was dropped up to neutrality of the solution. The mixture was stirred for 40 minutes and was evaporated to dryness. 40 ml of 2 N KOH were added to the residue. After extracting ... Starting materials: FC1=C(NC=2C(=CN(C(C2)=O)C)C(=O)NOCCO)C=CC(=C1)C#CCO (4-[2-Fluoro-4-(3-hydroxy-1-propynyl)anilino]-N-(2-hydroxyethoxy)-1-methyl-6-oxo-1,6-dihydro-3-pyridinecarboxamide). Reagents/catalysts: [Pd] (Pd/C). The solvent is CO (MeOH). Run at time 15 hour. Product: FC1=C(NC=2C(=CN(C(C2)=O)C)C(=O)NOCCO)C=CC(=C1)CCCO (4-[2-Fluoro-4-(3-hydroxypropyl)anilino]-N-(2-hydroxyethoxy)-1-methyl-6-oxo-1,6-dihydro-3-pyridinecarboxamide), foam. Yield: 63.0%. RXN SMILES: [F:1][C:2]1[CH:23]=[C:22]([C:24]#[C:25][CH2:26][OH:27])[CH:21]=[CH:20][C:3]=1[NH:4][C:5]1[C:6]([C:13]([NH:15][O:16][CH2:17][CH2:18][OH:19])=[O:14])=[CH:7][N:8]([CH3:12])[C:9](=[O:11])[CH:10]=1>CO.[Pd]>[F:1][C:2]1[CH:23]=[C:22]([CH2:24][CH2:25][CH2:26][OH:27])[CH:21]=[CH:20][C:3]=1[NH:4][C:5]1[C:6]([C:13]([NH:15][O:16][CH2:17][CH2:18][OH:19])=[O:14])=[CH:7][N:8]([CH3:12])[C:9](=[O:11])[CH:10]=1. Procedure: 4-[2-Fluoro-4-(3-hydroxy-1-propynyl)anilino]-N-(2-hydroxyethoxy)-1-methyl-6-oxo-1,6-dihydro-3-pyridinecarboxamide (122 mg, 0.33 mmol) was dissolved in MeOH (20 mL), 5% Pd/C (20 mg) added, then the mixture stirred under an atmosphere of hydrogen (60 psi) for 15 h. at R.T. The Pd/C was removed by filtration through Celite® and all solvent removed under reduced pressure to yield crude yellow oil that was purified by chromatography on silica gel (10% MeOH/CH2Cl2 as eluant). 4-[2-Fluoro-4-(3-hydroxyp...